From a dataset of the Open Reaction Database (ORD), a public repository of structured organic reaction records. describe an organic reaction: reactants, conditions, products, and yield RXN SMILES: [C:1]([NH:4][C:5]([CH2:14][C:15]1[CH:20]=[CH:19][C:18]([CH2:21][CH3:22])=[C:17]([CH2:23][CH3:24])[CH:16]=1)(C([O-])=O)[C:6]([O:8][CH2:9][CH3:10])=[O:7])(=[O:3])[CH3:2]>C1(C)C=CC=CC=1>[C:1]([NH:4][CH:5]([CH2:14][C:15]1[CH:20]=[CH:19][C:18]([CH2:21][CH3:22])=[C:17]([CH2:23][CH3:24])[CH:16]=1)[C:6]([O:8][CH2:9][CH3:10])=[O:7])(=[O:3])[CH3:2]. Reported procedure: A mixture of 35.2 g (104.9 mmol) monoethyl 2-acetylamino-2-(3,4-diethyl-benzyl)-malonate and 400 mL toluene was refluxed for 15 h. The reaction mixture was evaporated down under reduced pressure, the residue was taken up in DCM and the organic phase washed with saturated NaHCO3 solution. The organic phase was then dried and evaporated down under reduced pressure. Starting materials: C(C)(=O)NC(C(=O)OCC)(C(=O)[O-])CC1=CC(=C(C=C1)CC)CC (monoethyl 2-acetylamino-2-(3,4-diethyl-benzyl)-malonate). Solvent: C1(=CC=CC=C1)C (toluene). Product: C(C)(=O)NC(C(=O)OCC)CC1=CC(=C(C=C1)CC)CC (ethyl 2-acetylamino-3-(3,4-diethyl-phenyl)-propionate). The reactants are COC(=O)c1ccc2c(Br)c(N(CC=CCl)C(=O)OC(C)(C)C)ccc2c1, CCCC[SnH](CCCC)CCCC, CC(C)(C#N)N=NC(C)(C)C#N, c1ccccc1. The product is COC(=O)c1ccc2c3c(ccc2c1)N(C(=O)OC(C)(C)C)CC3CCl. RXN SMILES: [C:1]([CH3:2])([CH3:3])([CH3:4])[O:5][C:6](=[O:7])[N:8]([c:9]1[c:10]([Br:23])[c:11]2[cH:12][cH:13][c:14]([C:19](=[O:20])[O:21][CH3:22])[cH:15][c:16]2[cH:17][cH:18]1)[CH2:24][CH:25]=[CH:26][Cl:27].[CH3:28][CH2:29][CH2:30][CH2:31][SnH:32]([CH2:33][CH2:34][CH2:35][CH3:36])[CH2:37][CH2:38][CH2:39][CH3:40].[N:41]#[C:42][C:43]([N:44]=[N:45][C:46]([C:47]#[N:48])([CH3:49])[CH3:50])([CH3:51])[CH3:52].[cH:53]1[cH:54][cH:55][cH:56][cH:57][cH:58]1>>[C:1]([CH3:2])([CH3:3])([CH3:4])[O:5][C:6](=[O:7])[N:8]1[c:9]2[c:10]([c:11]3[cH:12][cH:13][c:14]([C:19](=[O:20])[O:21][CH3:22])[cH:15][c:16]3[cH:17][cH:18]2)[CH:25]([CH2:26][Cl:27])[CH2:24]1.